From a dataset of the Open Reaction Database (ORD), a public repository of structured organic reaction records. describe an organic reaction: reactants, conditions, products, and yield Starting materials: N1N=CC2=CC(=CC=C12)C#N (1H-indazole-5-carbonitrile), CO (methanol), BrBr (bromine). Solvent: [OH-].[Na+] (NaOH), [OH-].[Na+] (NaOH). Reaction conditions: temperature 40 celsius. Product: BrC1=NNC2=CC=C(C=C12)C#N (3-Bromo-1H-indazole-5-carbonitrile). The yield is 47.0%. As a reaction SMILES: [NH:1]1[C:9]2[C:4](=[CH:5][C:6]([C:10]#[N:11])=[CH:7][CH:8]=2)[CH:3]=[N:2]1.CO.[Br:14]Br>[OH-].[Na+]>[Br:14][C:3]1[C:4]2[C:9](=[CH:8][CH:7]=[C:6]([C:10]#[N:11])[CH:5]=2)[NH:1][N:2]=1 |f:3.4|. Procedure details: A 2-L round bottomed flask was charged with 1H-indazole-5-carbonitrile (17.6 g, 123 mmol), 333 mL methanol (MeOH), 333 mL of 2.0 M aq. NaOH, and a solution of bromine (Br2, 54.7 g, 344 mmol, 2.80 equiv.) in 166 mL of 2.0 M aq. NaOH. The mixture was warmed on an oil bath to 40° C. (external temperature) for 6 h, and then cooled to room temperature in a water bath. The pH of the solution adjusted to ca. 5.5 with 103 mL of 4.0 M aq. HCI. The resulting precipitate was collected by filtration, washed... Starting materials: FC(C(=O)O)(F)F (Trifluoroacetic acid), [Si](C1=CC=CC=C1)(C1=CC=CC=C1)(C(C)(C)C)OCC=1NC(N(C1)C1CCN(CC1)C(=O)OC(C)(C)C)=O (tert-butyl 4-[4-({[tert-butyl(diphenyl)silyl]oxy}methyl)-2-oxo-2,3-dihydro-1H-imidazol-1-yl]piperidine-1-carboxylate). Solvent: ClCCl (dichloromethane). Run at time 30 minute. Product: OCC=1NC(N(C1)C1CCNCC1)=O (4-(Hydroxymethyl)-1-piperidin-4-yl-1,3-dihydro-2H-imidazol-2-one). Reaction SMILES: FC(F)(F)C(O)=O.[Si]([O:25][CH2:26][C:27]1[NH:28][C:29](=[O:45])[N:30]([CH:32]2[CH2:37][CH2:36][N:35](C(OC(C)(C)C)=O)[CH2:34][CH2:33]2)[CH:31]=1)(C(C)(C)C)(C1C=CC=CC=1)C1C=CC=CC=1>ClCCl>[OH:25][CH2:26][C:27]1[NH:28][C:29](=[O:45])[N:30]([CH:32]2[CH2:37][CH2:36][NH:35][CH2:34][CH2:33]2)[CH:31]=1. Procedure: Trifluoroacetic acid (5 mL) was added to a solution of tert-butyl 4-[4-({[tert-butyl(diphenyl)silyl]oxy}methyl)-2-oxo-2,3-dihydro-1H-imidazol-1-yl]piperidine-1-carboxylate (550 mg, 1.03 mmol) in dichloromethane (15 mL). After 30 min, the reaction was concentrated to give the title compound. The reactants are CC(=C)C1=CC=CC=C1 (α-methylstyrene), C(CCC)C(C(=O)[O-])=O (n-butylglyoxylate), C1(=CC=CC=C1)C (toluene), C([O-])(O)=O.[Na+] (sodium bicarbonate). Run at time 1 hour. Product: OC(C(=O)OCCCC)CC(=C)C1=CC=CC=C1 (n-butyl 2-hydroxy-4-phenyl-4-pentenoate). Isolated yield 82.0%. As a reaction SMILES: [CH3:1][C:2]([C:4]1[CH:9]=[CH:8][CH:7]=[CH:6][CH:5]=1)=[CH2:3].C([C:14](=[O:18])[C:15]([O-:17])=[O:16])CCC.C(=O)(O)[O-].[Na+].[C:24]1(C)[CH:29]=CC=[CH:26][CH:25]=1>>[OH:18][CH:14]([CH2:3][C:2]([C:4]1[CH:9]=[CH:8][CH:7]=[CH:6][CH:5]=1)=[CH2:1])[C:15]([O:17][CH2:29][CH2:24][CH2:25][CH3:26])=[O:16] |f:2.3|. Reported procedure: To 118 mg (1 mmol) of α-methylstyrene and 130 mg (1 mmol) of n-butylglyoxylate was added at 0° C. the solution of the complex in toluene obtained in Example 1 (2). After stirring for 1 hour, the reaction mixture was poured into a saturated aqueous solution of sodium bicarbonate and filtered through celite. Then the filtrate was extracted with ether thrice and dried over anhydrous magnesium sulfate. After distilling off the solvent under reduced pressure, the residue was purified by silica gel co...